describe an organic reaction: reactants, conditions, products, and yield From a dataset of the Open Reaction Database (ORD), a public repository of structured organic reaction records. Starting materials: FC(C(=O)O)(F)F.N1C[C@H](CC1)CNC(=O)C1=CC2=C(S1)C=CC(=C2)Cl (5-chloro-benzo[b]thiophene-2-carboxylic acid ((S)-1-pyrrolidin-3-ylmethyl)-amide trifluoro acetate), [N+](=O)([O-])C1=CC=C(C=C1)OC(NC1=C(C=C(C=C1)N1C(C=CC=C1)=O)F)=O ([2-fluoro-4-(2-oxo-2H-pyridin-1-yl)-phenyl]-carbamic acid 4-nitro-phenyl ester). The product is FC1=C(C=CC(=C1)N1C(C=CC=C1)=O)NC(=O)N1C[C@H](CC1)CNC(=O)C1=CC2=C(S1)C=CC(=C2)Cl ((R)-3-{[(5-chloro-benzo[b]thiophene-2-carbonyl)-amino]-methyl}-pyrrolidine-1-carboxylic acid[2-fluoro-4-(2-oxo-2H-pyridin-1-yl)-phenyl]-amide). As a reaction SMILES: FC(F)(F)C(O)=O.[NH:8]1[CH2:12][CH2:11][C@H:10]([CH2:13][NH:14][C:15]([C:17]2[S:21][C:20]3[CH:22]=[CH:23][C:24]([Cl:26])=[CH:25][C:19]=3[CH:18]=2)=[O:16])[CH2:9]1.[N+](C1C=CC([O:36][C:37](=O)[NH:38][C:39]2[CH:44]=[CH:43][C:42]([N:45]3[CH:50]=[CH:49][CH:48]=[CH:47][C:46]3=[O:51])=[CH:41][C:40]=2[F:52])=CC=1)([O-])=O>>[F:52][C:40]1[CH:41]=[C:42]([N:45]2[CH:50]=[CH:49][CH:48]=[CH:47][C:46]2=[O:51])[CH:43]=[CH:44][C:39]=1[NH:38][C:37]([N:8]1[CH2:12][CH2:11][C@H:10]([CH2:13][NH:14][C:15]([C:17]2[S:21][C:20]3[CH:22]=[CH:23][C:24]([Cl:26])=[CH:25][C:19]=3[CH:18]=2)=[O:16])[CH2:9]1)=[O:36] |f:0.1|. Procedure details: 66.3 Using general method H, 5-chloro-benzo[b]thiophene-2-carboxylic acid ((S)-1-pyrrolidin-3-ylmethyl)-amide trifluoro acetate was reacted with [2-fluoro-4-(2-oxo-2H-pyridin-1-yl)-phenyl]-carbamic acid 4-nitro-phenyl ester (prepared according to example 54.3) to give (R)-3-{[(5-chloro-benzo[b]thiophene-2-carbonyl)-amino]-methyl}-pyrrolidine-1-carboxylic acid[2-fluoro-4-(2-oxo-2H-pyridin-1-yl)-phenyl]-amide. Pale yellow solid. MS 523.0 ([M−H]−) Product: CC=1C=C(C=CC1[N+](=O)[O-])N1N=NN=C1 (1-(3-methyl-4-nitrophenyl)tetrazole). Reaction SMILES: [CH3:1][C:2]1[CH:3]=[C:4]([N:8]2[CH:12]=[N:11][N:10]=[N:9]2)[CH:5]=[CH:6][CH:7]=1.[N+:13]([O-])([OH:15])=[O:14]>>[CH3:1][C:2]1[CH:3]=[C:4]([N:8]2[CH:12]=[N:11][N:10]=[N:9]2)[CH:5]=[CH:6][C:7]=1[N+:13]([O-:15])=[O:14]. The reactants are CC=1C=C(C=CC1)N1N=NN=C1 (1-(3-Methylphenyl)tetrazole), [N+](=O)(O)[O-] (nitric acid). Procedure: 1-(3-Methylphenyl)tetrazole (11.3 g) was cautiously added at 0° to fuming nitric acid (100 cm3) with stirring and the solution was then warmed on a steam bath for 5 minutes. The cooled solution was poured onto ice (200 g), and the solid material was filtered off, washed with water (100 cm3) and dried. Recrystallisation from ethyl acetate afforded 1-(3-methyl-4-nitrophenyl)tetrazole, m.p. 166°-168° (9.4 g). Starting materials: N1(CCOCC1)C1=NC(=CC(=N1)NC=1C=NC=CC1)C1=CC(=CC=C1)OCC1=CC=CC=C1 ({2-Morpholin-4-yl-6-[3-(phenylmethoxy)phenyl]pyrimidin-4-yl}-3-pyridylamine), C(C)#N (acetonitrile), Cl (HCl). The solvent is C(C)O (ethanol). Conditions: time 20 hour. Yields the product N1(CCOCC1)C1=NC(=CC(=N1)C=1C=C(C=CC1)O)NC=1C=NC=CC1 (3-[2-morpholin-4-yl-6-(3-pyridylamino)pyrimidin-4-yl]phenol), Cl (HCl). RXN SMILES: [N:1]1([C:7]2[N:12]=[C:11]([NH:13][C:14]3[CH:15]=[N:16][CH:17]=[CH:18][CH:19]=3)[CH:10]=[C:9]([C:20]3[CH:25]=[CH:24][CH:23]=[C:22]([O:26]CC4C=CC=CC=4)[CH:21]=3)[N:8]=2)[CH2:6][CH2:5][O:4][CH2:3][CH2:2]1.C(#N)C.[ClH:37]>C(O)C>[N:1]1([C:7]2[N:8]=[C:9]([C:20]3[CH:21]=[C:22]([OH:26])[CH:23]=[CH:24][CH:25]=3)[CH:10]=[C:11]([NH:13][C:14]3[CH:15]=[N:16][CH:17]=[CH:18][CH:19]=3)[N:12]=2)[CH2:2][CH2:3][O:4][CH2:5][CH2:6]1.[ClH:37]. Procedure: {2-Morpholin-4-yl-6-[3-(phenylmethoxy)phenyl]pyrimidin-4-yl}-3-pyridylamine (1 eq) is suspended in ethanol in a round bottom flask, purged with N2. 10% Pd/C (20% wt) was added. The flask was evacuated and filled up with H2 (contained in a balloon) for five times, then the reaction mixture was stirred under H2 for 20 h. The catalyst was filtered off through a pad of celite washing thoroughly with EtOH, MeOH, CH2Cl2, and acetonitrile (almost one liter of the mixture of solvents was used to ensure ... Reactants: γ, C1(CCCO1)=O (butyrolactone), C(O)CN (ethanolamine). Solvent: CO (methanol), CO (methanol). Yields the product OCCNC(CCCO)=O (N-(2-hydroxyethyl)-γ-hydroxybutyramide). As a reaction SMILES: [CH2:1]([CH2:3][NH2:4])[OH:2].[C:5]1(=[O:10])[O:9][CH2:8][CH2:7][CH2:6]1>CO>[OH:2][CH2:1][CH2:3][NH:4][C:8](=[O:9])[CH2:7][CH2:6][CH2:5][OH:10]. Procedure: A solution of 24.4 gm (0.4 mole) of ethanolamine in 30 ml of methanol were slowly added dropwise with stirring to a solution of 34.4 gm (0.4 mole) of γ - butyrolactone in 50 ml of methanol. The temperature rose to 50° C. The mixture was subsequently heated for 3 hours at boiling and the methanol was distilled off under reduced pressure. A quantitative yield of N-(2-hydroxyethyl)-γ-hydroxybutyramide was obtained in the form of a colorless viscous liquid. The compound became crystalline after stan... The reactants are ClC1=C(C(=NC(=N1)S(=O)(=O)C)N[C@@H](C)C(F)(F)F)C1=C(C=C(C=C1F)F)F ([6-chloro-2-methanesulfonyl-5-(2,4,6-trifluorophenyl)pyrimidin-4-yl]-((S)-1-trifluoromethylethyl)amine), C1(=CC=CC=C1)NN (phenylhydrazine). Product: ClC1=C(C(=NC(=N1)N(N)C1=CC=CC=C1)N[C@@H](C)C(F)(F)F)C1=C(C=C(C=C1F)F)F ([6-chloro-2-(N-phenylhydrazino)-5-(2,4,6-trifluorophenyl)pyrimidin-4-yl]-((S)-1-trifluoromethylethyl)amine). The yield is 67.8%. As a reaction SMILES: [Cl:1][C:2]1[N:7]=[C:6](S(C)(=O)=O)[N:5]=[C:4]([NH:12][C@H:13]([C:15]([F:18])([F:17])[F:16])[CH3:14])[C:3]=1[C:19]1[C:24]([F:25])=[CH:23][C:22]([F:26])=[CH:21][C:20]=1[F:27].[C:28]1([NH:34][NH2:35])[CH:33]=[CH:32][CH:31]=[CH:30][CH:29]=1>>[Cl:1][C:2]1[N:7]=[C:6]([N:34]([C:28]2[CH:33]=[CH:32][CH:31]=[CH:30][CH:29]=2)[NH2:35])[N:5]=[C:4]([NH:12][C@H:13]([C:15]([F:18])([F:17])[F:16])[CH3:14])[C:3]=1[C:19]1[C:24]([F:25])=[CH:23][C:22]([F:26])=[CH:21][C:20]=1[F:27]. Reported procedure: An ethanolic solution of 0.5 g (1.15 mmol) of sulfone 1 and 0.15 g (1.38 mmol) of phenylhydrazine was refluxed for 14 hours. Cooling, distillative removal of the solvent and chromatography on silica gel (cyclohexane:methyl tert-butyl ether [MTBE] 95:5) gave 0.36 g of the title compound. Starting materials: CC(C(=O)NC1=CC=C2C=CCOC2=C1C(=O)OC)(C)C (Methyl 7-(2,2-dimethylpropionylamino)-2H-chromene-8-carboxylate), C(C)(C)(C)OC(=O)N(C1=C(C(=O)OC)C(=CC=C1)OCC#CC)C(=O)OC(C)(C)C (methyl 2-[bis-(tert-butyoxycarbonyl)amino]-6-(but-2-ynyloxy)benzoate), C(C)(C)(C)OC(=O)N(C1=C(C(=O)OC)C(=CC=C1)OCC#CC)C(=O)OC(C)(C)C (methyl 2-[bis-(tert-butyoxycarbonyl)amino]-6-(but-2-ynyloxy)benzoate). Yields the product CC1=CCOC2=C(C(=CC=C12)NC(=O)OC(C)(C)C)C(=O)OC (Methyl 4-methyl-7-(tert-butoxycarbonylamino)-2H-chromene-8-carboxylate). As a reaction SMILES: CC(C)(C)C(NC1C(C(OC)=O)=C2C(C=CCO2)=CC=1)=O.C(OC([N:29]([C:45]([O:47][C:48]([CH3:51])([CH3:50])[CH3:49])=[O:46])[C:30]1[CH:39]=[CH:38][CH:37]=[C:36]([O:40][CH2:41][C:42]#[C:43][CH3:44])[C:31]=1[C:32]([O:34][CH3:35])=[O:33])=O)(C)(C)C>>[CH3:44][C:43]1[C:37]2[C:36](=[C:31]([C:32]([O:34][CH3:35])=[O:33])[C:30]([NH:29][C:45]([O:47][C:48]([CH3:51])([CH3:49])[CH3:50])=[O:46])=[CH:39][CH:38]=2)[O:40][CH2:41][CH:42]=1. Procedure details: Prepared by proceeding in a similar manner to Intermediate 45, starting from methyl 2-[bis-(tert-butyoxycarbonyl)amino]-6-(but-2-ynyloxy)benzoate (Intermediate 54). Reactants: BrC=C(C)C1=CC(=C(C=C1)F)F (4-(1-bromoprop-1-en-2-yl)-1,2-difluorobenzene), CN1CC=2NC3=CC=C(C=C3C2CC1)C (2,6-dimethyl-2,3,4,9-tetrahydro-1H-pyrido[3,4-b]indole), N1[C@H](C(=O)O)CCC1 (L-proline), [O-]P(=O)([O-])[O-].[K+].[K+].[K+] (K3PO4). Reagents/catalysts: [Cu]I (CuI). Solvent: CN(C)C=O (DMF). Conditions: time 10 minute. Yields the product FC=1C=C(C=CC1F)C(=CN1C2=C(C3=CC(=CC=C13)C)CCN(C2)C)C (9-(2-(3,4-difluorophenyl)prop-1-enyl)-2,6-dimethyl-2,3,4,9-tetrahydro-1H-pyrido[3,4-b]indole). Isolated yield 58.5%. As a reaction SMILES: [CH3:1][N:2]1[CH2:14][CH2:13][C:12]2[C:11]3[C:6](=[CH:7][CH:8]=[C:9]([CH3:15])[CH:10]=3)[NH:5][C:4]=2[CH2:3]1.N1CCC[C@H]1C(O)=O.[O-]P([O-])([O-])=O.[K+].[K+].[K+].Br[CH:33]=[C:34]([C:36]1[CH:41]=[CH:40][C:39]([F:42])=[C:38]([F:43])[CH:37]=1)[CH3:35]>CN(C=O)C.[Cu]I>[F:43][C:38]1[CH:37]=[C:36]([C:34]([CH3:35])=[CH:33][N:5]2[C:6]3[C:11](=[CH:10][C:9]([CH3:15])=[CH:8][CH:7]=3)[C:12]3[CH2:13][CH2:14][N:2]([CH3:1])[CH2:3][C:4]2=3)[CH:41]=[CH:40][C:39]=1[F:42] |f:2.3.4.5|. Procedure: 2,6-dimethyl-2,3,4,9-tetrahydro-1H-pyrido[3,4-b]indole (72 mg, 0.359 mmol) was dissolved in DMF (5 mL). To this solution was added CuI (8 mg, 0.035 mmol), L-proline (9 mg, 0.086 mmol), K3PO4 (183 mg, 0.862 mmol). The reaction mixture was stirred for 10 min at room temperature followed by addition of 4-(1-bromoprop-1-en-2-yl)-1,2-difluorobenzene (100 mg, 0.431 mmol). The reaction mixture was heated at 80° C. overnight. Solvent was evaporated under reduced pressure; the residue was diluted with br... Reactants: C(C1=CC=CC=C1)N1[C@H](CN(CC1)C1(CCN(CC1)C(=O)OC(C)(C)C)C)C (t-butyl 4-[(3S)-4-benzyl-3-methylpiperazin-1-yl]-4-methylpiperidine-1-carboxylate), C(C)(=O)O (acetic acid). Run in CO (methanol). Run at time 18 hour. Product: CC1(CCN(CC1)C(=O)OC(C)(C)C)N1C[C@@H](NCC1)C (t-Butyl 4-Methyl-4-[(3S)-3-methylpiperazin-1-yl]piperidine-1-carboxylate). Yield: 99.7%. Reaction SMILES: C([N:8]1[CH2:13][CH2:12][N:11]([C:14]2([CH3:27])[CH2:19][CH2:18][N:17]([C:20]([O:22][C:23]([CH3:26])([CH3:25])[CH3:24])=[O:21])[CH2:16][CH2:15]2)[CH2:10][C@@H:9]1[CH3:28])C1C=CC=CC=1.C(O)(=O)C>CO>[CH3:27][C:14]1([N:11]2[CH2:12][CH2:13][NH:8][C@@H:9]([CH3:28])[CH2:10]2)[CH2:19][CH2:18][N:17]([C:20]([O:22][C:23]([CH3:24])([CH3:25])[CH3:26])=[O:21])[CH2:16][CH2:15]1. Procedure details: A solution of t-butyl 4-[(3S)-4-benzyl-3-methylpiperazin-1-yl]-4-methylpiperidine-1-carboxylate (45.5 g, 0.118 mol) in methanol (320 mL) and acetic acid (35 mL, ˜5 equiv) in a 2.25 L Parr bottle was charged with H2 to 60 psi and the mixture shaken for 18 hr. The reaction mixture was filtered through a pad of Celite and the pad was washed with methanol. The filtrate was concentrated under vacuum. The residual oil was dissolved in DCM (500 mL) and washed with aqueous sodium hydroxide (300 mL). The... Starting materials: C(C=C)(=O)O (acrylic acid), C(C(=C)C)(=O)O (methacrylic acid). Yields the product C(C(=C)C)(=O)O (methacrylic acid), CC(C)=C (isobutylene). Reaction SMILES: C(O)(=O)C=C.[C:6]([OH:11])(=[O:10])[C:7]([CH3:9])=[CH2:8]>>[C:6]([OH:11])(=[O:10])[C:7]([CH3:9])=[CH2:8].[CH3:8][C:7](=[CH2:6])[CH3:9]. Procedure details: A continuous distillation operation was carried out in a way similar to the example 3.1 except that acrylic acid was changed to methacrylic acid. But an aqueous methacrylic acid solution obtained from a catalytic gas phase oxidation reaction of isobutylene, which contains 37% by weight of methacrylic acid, 9.07% by weight of acetic acid, and 50% by weight of water, was subjected to an extracting operation by n-heptane with an extraction ratio of 1.3. The thus-obtained n-heptane phase containing ...